This data is from the Open Reaction Database (ORD), a public repository of structured organic reaction records. The task is: describe an organic reaction: reactants, conditions, products, and yield Starting materials: CCOC(C)=O, C(=NC1CCCCC1)=NC1CCCCC1, O=C1CCC(=O)N1O. Yields the product O=C(NC1CCCCC1)NC1CCCCC1. Reaction SMILES: [CH3:24][CH2:25][O:26][C:27](=[O:28])[CH3:29].[CH:9]1([N:15]=[C:16]=[N:17][CH:18]2[CH2:19][CH2:20][CH2:21][CH2:22][CH2:23]2)[CH2:10][CH2:11][CH2:12][CH2:13][CH2:14]1.[OH:1][N:2]1[C:3](=[O:4])[CH2:5][CH2:6][C:7]1=[O:8]>>[O:1]=[C:16]([NH:15][CH:9]1[CH2:10][CH2:11][CH2:12][CH2:13][CH2:14]1)[NH:17][CH:18]1[CH2:19][CH2:20][CH2:21][CH2:22][CH2:23]1. Yields the product N1(CCCCC1)CCCCCCNC1=CC=NC2=CC=CC=C12 (4-(6-Piperidinohexylamino)quinoline). Run at temperature 70 celsius. Reactants: product, N1CCCCC1 (piperidine), C([O-])([O-])=O.[K+].[K+] (potassium carbonate), [I-].[K+] (potassium iodide), product, S(=O)(Cl)Cl (thionyl chloride), NCCCCCCO (6-Aminohexanol), ClC1=CC=NC2=CC=CC=C12 (4-chloroquinoline), [I-].[K+] (potassium iodide). Reported procedure: 6-Aminohexanol (15 mmol), 4-chloroquinoline (15 mmol), 5 ml of triethylamine and catalytic amounts of potassium iodide were refluxed in ethanol for 12 hours. The solvent was evaporated and the residue was purified by flash chromatography on silica gel (eluent: methylene chloride/methanol (98/2), ammonia atmosphere). The solvent was removed under reduced pressure. At 0° C. the product (5 mmol) was added to thionyl chloride (10 mmol). The temperature was raised to 70° C. for three hours. Excess th... Solvent: CC(=O)C (acetone), C(C)O (ethanol), C(C)N(CC)CC (triethylamine). Reaction SMILES: [NH2:1][CH2:2][CH2:3][CH2:4][CH2:5][CH2:6][CH2:7]O.Cl[C:10]1[C:19]2[C:14](=[CH:15][CH:16]=[CH:17][CH:18]=2)[N:13]=[CH:12][CH:11]=1.[I-].[K+].S(Cl)(Cl)=O.[NH:26]1[CH2:31][CH2:30][CH2:29][CH2:28][CH2:27]1.C(=O)([O-])[O-].[K+].[K+]>C(O)C.CC(C)=O.C(N(CC)CC)C>[N:26]1([CH2:7][CH2:6][CH2:5][CH2:4][CH2:3][CH2:2][NH:1][C:10]2[C:19]3[C:14](=[CH:15][CH:16]=[CH:17][CH:18]=3)[N:13]=[CH:12][CH:11]=2)[CH2:31][CH2:30][CH2:29][CH2:28][CH2:27]1 |f:2.3,6.7.8|.